Task: describe an organic reaction: reactants, conditions, products, and yield. Dataset: the Open Reaction Database (ORD), a public repository of structured organic reaction records Reactants: COC(=O)C=1C=CC(=CC1)O (methyl p-hydroxybenzoate), C(C)C(=O)C (methyl ethyl ketone), C([O-])([O-])=O.[K+].[K+] (potassium carbonate), BrC(C)Br (dibromoethane). Run in C(C)(=O)OCC.CCCCCC (ethyl acetate hexane). Conditions: time 24 hour. Product: BrCCOC1=CC=C(C(=O)OC)C=C1 (methyl 4-(2-bromoethoxy)benzoate). Reaction SMILES: [CH3:1][O:2][C:3]([C:5]1[CH:6]=[CH:7][C:8]([OH:11])=[CH:9][CH:10]=1)=[O:4].C(=O)([O-])[O-].[K+].[K+].[Br:18][CH:19](Br)[CH3:20].C(C(C)=O)C>C(OCC)(=O)C.CCCCCC>[Br:18][CH2:19][CH2:20][O:11][C:8]1[CH:9]=[CH:10][C:5]([C:3]([O:2][CH3:1])=[O:4])=[CH:6][CH:7]=1 |f:1.2.3,6.7|. Procedure details: A mixture of 100 g. of methyl p-hydroxybenzoate, 200 g. of anhydrous potassium carbonate, 400 g. of dibromoethane and 1500 ml. of methyl ethyl ketone is refluxed under vigorous stirring for 24 hours, at the end of which time the reaction is essentially complete, as demonstrated by t.l.c. using an ethyl acetate-hexane mixture (60:20) as gradient. The solid is separated by filtration, and the filtrate is evaporated to dryness under vacuo. The oily residue is dissolved in ethyl acetate, washed twic... Starting materials: NC1=C(NC2CCCCC2)C=CC(=C1)Cl (2-amino-4-chloro-N-cyclohexylaniline), C(C(=O)OCC)(=O)OCC (diethyl oxalate). Product: ClC=1C=C2NC(C(N(C2=CC1)C1CCCCC1)=O)=O (6-Chloro-1-cyclohexyl-2,3(1H,4H)-quinoxalinedione). Yield: 63.0%. Reaction SMILES: [NH2:1][C:2]1[CH:14]=[C:13]([Cl:15])[CH:12]=[CH:11][C:3]=1[NH:4][CH:5]1[CH2:10][CH2:9][CH2:8][CH2:7][CH2:6]1.[C:16](OCC)(=[O:22])[C:17](OCC)=[O:18]>>[Cl:15][C:13]1[CH:14]=[C:2]2[C:3](=[CH:11][CH:12]=1)[N:4]([CH:5]1[CH2:6][CH2:7][CH2:8][CH2:9][CH2:10]1)[C:17](=[O:18])[C:16](=[O:22])[NH:1]2. Procedure: 34.5 g (0.15 mol) of 2-amino-4-chloro-N-cyclohexylaniline were refluxed in 500 ml of diethyl oxalate for 4 h. After cooling, the precipitate was filtered off with suction, washed with n-pentane and dried to yield 26.8 g (63%) of the product. Melting point 265°-266° C. Reactants: [Na] (sodium), ClC1=CC=NC=C1 (4-chloropyridine), COCCO (2-methoxyethanol), C(=O)=O (dry ice). Reaction conditions: temperature -15 celsius, time 1 hour. The product is COCCOC1=CC=NC=C1 (4-(2-methoxyethoxy)pyridine). RXN SMILES: [Na].Cl[C:3]1[CH:8]=[CH:7][N:6]=[CH:5][CH:4]=1.C(=O)=O.[CH3:12][O:13][CH2:14][CH2:15][OH:16]>>[CH3:12][O:13][CH2:14][CH2:15][O:16][C:3]1[CH:8]=[CH:7][N:6]=[CH:5][CH:4]=1 |^1:0|. Reported procedure: To a solution of sodium (9.96 g) in 2-methoxyethanol (100 ml) was added dropwise 4-chloropyridine (42.7 g) under heating at 140° to 145° C. and stirring, which was continued for one hour at 135° C. after the addition. The mixture was cooled to -15° C. and dry ice (5.6 g) was added thereto. The mixture was warmed to 45° C. and then allowed to stand at room temperature. The resulting precipitates were removed by filtration and washed with diisopropyl ether. The filtrate and washings were combined ... Starting materials: C1(CC1)N1C=C(C(C2=CC(=C(C(=C12)F)C#CC1=C(C(=CC(=C1)CC=1C(=NC(=NC1)N)N)OC)OC)F)=O)C(=O)OCC (ethyl 1-cyclopropyl-7-[5-(2,4-diamino-pyrimidin-5-ylmethyl)-2,3-dimethoxy-phenylethynyl]-6,8-difluoro-4-oxo-1,4-dihydro-quinoline-3-carboxylate), [H][H] (hydrogen). The reagents and catalysts are [Pd] (palladium-on-charcoal). Solvent: CN(C=O)C (dimethylformamide), C(C)(=O)O (acetic acid). Run at time 6 hour. Yields the product C1(CC1)N1C=C(C(C2=CC(=C(C(=C12)F)CCC1=C(C(=CC(=C1)CC=1C(=NC(=NC1)N)N)OC)OC)F)=O)C(=O)OCC (ethyl 1-cyclopropyl-7-[2-[5-(2,4-diamino-pyrimidin-5-yl-methyl)-2,3-dimethoxy-phenyl]ethyl]-6,8-difluoro-4-oxo-1,4-dihydro-quinoline-3-carboxylate). The yield is 79.9%. As a reaction SMILES: [CH:1]1([N:4]2[C:13]3[C:8](=[CH:9][C:10]([F:36])=[C:11]([C:15]#[C:16][C:17]4[CH:22]=[C:21]([CH2:23][C:24]5[C:25]([NH2:31])=[N:26][C:27]([NH2:30])=[N:28][CH:29]=5)[CH:20]=[C:19]([O:32][CH3:33])[C:18]=4[O:34][CH3:35])[C:12]=3[F:14])[C:7](=[O:37])[C:6]([C:38]([O:40][CH2:41][CH3:42])=[O:39])=[CH:5]2)[CH2:3][CH2:2]1.[H][H]>CN(C)C=O.C(O)(=O)C.[Pd]>[CH:1]1([N:4]2[C:13]3[C:8](=[CH:9][C:10]([F:36])=[C:11]([CH2:15][CH2:16][C:17]4[CH:22]=[C:21]([CH2:23][C:24]5[C:25]([NH2:31])=[N:26][C:27]([NH2:30])=[N:28][CH:29]=5)[CH:20]=[C:19]([O:32][CH3:33])[C:18]=4[O:34][CH3:35])[C:12]=3[F:14])[C:7](=[O:37])[C:6]([C:38]([O:40][CH2:41][CH3:42])=[O:39])=[CH:5]2)[CH2:2][CH2:3]1. Reported procedure: A suspension of 342 mg of ethyl 1-cyclopropyl-7-[5-(2,4-diamino-pyrimidin-5-ylmethyl)-2,3-dimethoxy-phenylethynyl]-6,8-difluoro-4-oxo-1,4-dihydro-quinoline-3-carboxylate (Example 12a)) and 70 mg of 10% palladium-on-charcoal in 35 ml of dimethylformamide and 35 ml of acetic acid is hydrogenated at normal hydrogen pressure. After 6 hrs. the reaction mixture is filtered and the filtrate is concentrated in a high vacuum at 50°. The yellow residue is treated with 100 ml of 1N aqueous sodium hydroxide...